Dataset: the Open Reaction Database (ORD), a public repository of structured organic reaction records. Task: describe an organic reaction: reactants, conditions, products, and yield Reactants: O=c1[nH]nc(Cl)c2cc(Br)ccc12, CCOC(C)=O, O=C(C=Cc1ccccc1)C=Cc1ccccc1, O=C(C=Cc1ccccc1)C=Cc1ccccc1, O=C(C=Cc1ccccc1)C=Cc1ccccc1, [Pd], [Pd], NCc1cccc(-c2ccco2)c1. Yields the product O=c1[nH]nc(Cl)c2cc(NCc3cccc(-c4ccco4)c3)ccc12. Reaction SMILES: [Br:1][c:2]1[cH:3][c:4]2[c:5]([Cl:13])[n:6][nH:7][c:8](=[O:12])[c:9]2[cH:10][cH:11]1.[CH3:27][CH2:28][O:29][C:30]([CH3:31])=[O:32].[O:35]=[C:36]([CH:37]=[CH:38][c:39]1[cH:40][cH:41][cH:42][cH:43][cH:44]1)[CH:45]=[CH:46][c:47]1[cH:48][cH:49][cH:50][cH:51][cH:52]1.[O:53]=[C:54]([CH:55]=[CH:56][c:57]1[cH:58][cH:59][cH:60][cH:61][cH:62]1)[CH:63]=[CH:64][c:65]1[cH:66][cH:67][cH:68][cH:69][cH:70]1.[O:71]=[C:72]([CH:73]=[CH:74][c:75]1[cH:76][cH:77][cH:78][cH:79][cH:80]1)[CH:81]=[CH:82][c:83]1[cH:84][cH:85][cH:86][cH:87][cH:88]1.[Pd:33].[Pd:34].[o:14]1[c:15](-[c:19]2[cH:20][c:21]([CH2:22][NH2:23])[cH:24][cH:25][cH:26]2)[cH:16][cH:17][cH:18]1>>[c:2]1([NH:23][CH2:22][c:21]2[cH:20][c:19](-[c:15]3[o:14][cH:18][cH:17][cH:16]3)[cH:26][cH:25][cH:24]2)[cH:3][c:4]2[c:5]([Cl:13])[n:6][nH:7][c:8](=[O:12])[c:9]2[cH:10][cH:11]1. Reactants: O.N (ammonia water), [Sn](Cl)(Cl)(Cl)Cl (tin chloride), [Sb](Cl)(Cl)Cl (antimony chloride). Run in O (water). Product: [OH-].[Sn+4].[OH-].[OH-].[OH-] (tin hydroxide), [OH-].[Sb+3].[OH-].[OH-] (antimony hydroxide). Reaction SMILES: [OH2:1].N.[Sn:3](Cl)(Cl)(Cl)Cl.[Sb:8](Cl)(Cl)Cl>O>[OH-:1].[Sn+4:3].[OH-:1].[OH-:1].[OH-:1].[OH-:1].[Sb+3:8].[OH-:1].[OH-:1] |f:0.1,5.6.7.8.9,10.11.12.13|. Reported procedure: Tan et al. disclosed a process for the preparation of mixture powder containing tin and molybdenum oxides (Sn-Mo-O) (see J. of Catalysis, 17, 132-142(1970)). In their process, ammonia water was added into a water solution of tin tetrachloride to obtain tin hydroxide precipitate, which was then dispersed in the water solution of molybdenum ammonia. The binary oxide powder was finally obtained by drying the solution. Sala et al. disclosed a process for the preparation of Sn-Sb-O powder (see J. of ... Starting materials: O=C(C)C=C(C)C (mesityl oxide), CC(C)(C#CC(C)(OO)C)OO (2,5-dimethyl-2,5-dihydroperoxy-3-hexyne), S(O)(O)(=O)=O (sulfuric acid). The solvent is CCOCC (ether). Reaction conditions: temperature 30 celsius, time 16 hour. Product: O=C(C)CC(OOC(C#CC(OOC(CC(C)=O)(C)C)(C)C)(C)C)(C)C (2,15-DIOXO-4,4,7,7,10,10,13,13-OCTAMETHYL-5,6,11,12-TETRAOXA-8-HEXADECYNE). Yield: 66.7%. Reaction SMILES: [O:1]=[C:2]([CH:4]=[C:5]([CH3:7])[CH3:6])[CH3:3].[CH3:8][C:9]([O:18][OH:19])([C:11]#[C:12][C:13]([CH3:17])([O:15][OH:16])[CH3:14])[CH3:10].S(=O)(=O)(O)O>CCOCC>[O:1]=[C:2]([CH2:4][C:5]([CH3:7])([CH3:6])[O:16][O:15][C:13]([CH3:17])([CH3:14])[C:12]#[C:11][C:9]([CH3:8])([CH3:10])[O:18][O:19][C:5]([CH3:7])([CH3:6])[CH2:4][C:2](=[O:1])[CH3:3])[CH3:3]. Procedure: A mixture of 19.6 g. (0.2 mole) of mesityl oxide, 74.4 g. (0.083 mole) of 2,5-dimethyl-2,5-dihydroperoxy-3-hexyne and 60 ml. of ether was stirred at 0° C. while 1.3 g. of 77% sulfuric acid solution was slowly added. The reaction mixture was allowed to warm slowly to 30° C. and stirred for a total of 16 hours. The organic layer was separated, washed with water, 5% sodium hydroxide solution and again with water to pH 8. The mixture was then subjected to steam distillation in the presence of sodium... The reactants are [BH4-], O=C(O)c1cc(F)c(F)cc1Br, O=C(n1ccnc1)n1ccnc1, [Na+], C1CCOC1, O. The product is OCc1cc(F)c(F)cc1Br. As a reaction SMILES: [BH4-:25].[Br:1][c:2]1[c:3]([C:4](=[O:5])[OH:6])[cH:7][c:8]([F:12])[c:9]([F:11])[cH:10]1.[C:13]([n:14]1[cH:15][cH:16][n:17][cH:18]1)([n:19]1[cH:20][cH:21][n:22][cH:23]1)=[O:24].[Na+:26].[O:27]1[CH2:28][CH2:29][CH2:30][CH2:31]1.[OH2:32]>>[Br:1][c:2]1[c:3]([CH2:4][OH:5])[cH:7][c:8]([F:12])[c:9]([F:11])[cH:10]1. Reactants: CCOC(C)=O, Clc1ccnc2ccccc12, [NH4+], [OH-], O=[N+]([O-])O, O=S(=O)(O)O. The product is O=[N+]([O-])c1cccc2c(Cl)ccnc12. Reaction SMILES: [CH3:23][CH2:24][O:25][C:26](=[O:27])[CH3:28].[Cl:1][c:2]1[cH:3][cH:4][n:5][c:6]2[cH:7][cH:8][cH:9][cH:10][c:11]12.[NH4+:21].[OH-:22].[OH:17][N+:18]([O-:19])=[O:20].[S:12](=[O:13])(=[O:14])([OH:15])[OH:16]>>[Cl:1][c:2]1[cH:3][cH:4][n:5][c:6]2[c:7]([N+:18](=[O:17])[O-:19])[cH:8][cH:9][cH:10][c:11]12. Reactants: ClC1=NC(=CC(=N1)CS(=O)(=O)C1=CC(=CC(=C1)F)F)N1[C@H](COCC1)C (2-chloro-4-[(3,5-difluorophenyl)sulfonylmethyl]-6-[(3S)-3-methylmorpholin-4-yl]pyrimidine), CC1(OB(OC1(C)C)C1=CC=C(N)C=C1)C (4-(4,4,5,5-tetramethyl-1,3,2-dioxaborolan-2-yl)aniline), C([O-])([O-])=O.[Na+].[Na+] (sodium carbonate). The reagents and catalysts are Cl[Pd]([P](C1=CC=CC=C1)(C2=CC=CC=C2)C3=CC=CC=C3)([P](C4=CC=CC=C4)(C5=CC=CC=C5)C6=CC=CC=C6)Cl (dichlorobis(triphenylphosphine)palladium(II)). Run in CN(C)C=O (DMF), COCCOC (DME), C(C)O (ethanol), O (water). Conditions: temperature 80 celsius, time 16 hour. The product is FC=1C=C(C=C(C1)F)S(=O)(=O)CC1=NC(=NC(=C1)N1[C@H](COCC1)C)C1=CC=C(N)C=C1 (4-[4-[(3,5-Difluorophenyl)sulfonylmethyl]-6-[(3S)-3-methylmorpholin-4-yl]pyrimidin-2-yl]aniline). Isolated yield 88.7%. As a reaction SMILES: Cl[C:2]1[N:7]=[C:6]([CH2:8][S:9]([C:12]2[CH:17]=[C:16]([F:18])[CH:15]=[C:14]([F:19])[CH:13]=2)(=[O:11])=[O:10])[CH:5]=[C:4]([N:20]2[CH2:25][CH2:24][O:23][CH2:22][C@@H:21]2[CH3:26])[N:3]=1.CC1(C)C(C)(C)OB([C:35]2[CH:41]=[CH:40][C:38]([NH2:39])=[CH:37][CH:36]=2)O1.C(=O)([O-])[O-].[Na+].[Na+]>CN(C=O)C.COCCOC.C(O)C.O.Cl[Pd](Cl)([P](C1C=CC=CC=1)(C1C=CC=CC=1)C1C=CC=CC=1)[P](C1C=CC=CC=1)(C1C=CC=CC=1)C1C=CC=CC=1>[F:19][C:14]1[CH:13]=[C:12]([S:9]([CH2:8][C:6]2[CH:5]=[C:4]([N:20]3[CH2:25][CH2:24][O:23][CH2:22][C@@H:21]3[CH3:26])[N:3]=[C:2]([C:35]3[CH:41]=[CH:40][C:38]([NH2:39])=[CH:37][CH:36]=3)[N:7]=2)(=[O:11])=[O:10])[CH:17]=[C:16]([F:18])[CH:15]=1 |f:2.3.4,^1:66,85|. Procedure: A stream of nitrogen was passed through 2-chloro-4-[(3,5-difluorophenyl)sulfonylmethyl]-6-[(3S)-3-methylmorpholin-4-yl]pyrimidine (0.727 g, 1.8 mmol), 4-(4,4,5,5-tetramethyl-1,3,2-dioxaborolan-2-yl)aniline (0.513 g, 2.34 mmol) and 2M aqueous sodium carbonate (3.24 mL, 6.48 mmol) in DMF (3.75 mL), DME (5 mL), ethanol (5 mL) and water (12.5 mL) for 15 minutes. The reaction mixture was treated with dichlorobis(triphenylphosphine)palladium(II) (0.063 g, 0.09 mmol) and the mixture was stirred at 80° ... Starting materials: C1CCOC1, C[Si](C)(C)[N-][Si](C)(C)C, CC1OC(=O)c2sccc21, Cl, O=C1Cc2cc(F)ccc2N1, [Li+]. Product: CC1OC(=C2C(=O)Nc3ccc(F)cc32)c2sccc21. RXN SMILES: [CH2:33]1[O:34][CH2:35][CH2:36][CH2:37]1.[CH3:12][Si:13]([N-:14][Si:15]([CH3:16])([CH3:17])[CH3:18])([CH3:19])[CH3:20].[CH3:22][CH:23]1[c:24]2[c:25]([s:29][cH:30][cH:31]2)[C:26](=[O:28])[O:27]1.[ClH:32].[F:1][c:2]1[cH:3][c:4]2[c:8]([cH:9][cH:10]1)[NH:7][C:6](=[O:11])[CH2:5]2.[Li+:21]>>[F:1][c:2]1[cH:3][c:4]2[c:8]([cH:9][cH:10]1)[NH:7][C:6](=[O:11])[C:5]2=[C:26]1[c:25]2[c:24]([cH:31][cH:30][s:29]2)[CH:23]([CH3:22])[O:27]1. Reactants: CCN1CCNCC1, CO, ClCCl, O=[N+]([O-])c1cccc(F)c1, O. Yields the product CCN1CCN(c2cccc([N+](=O)[O-])c2)CC1. Reaction SMILES: [CH2:11]([CH3:12])[N:13]1[CH2:14][CH2:15][NH:16][CH2:17][CH2:18]1.[CH3:23][OH:24].[Cl:20][CH2:21][Cl:22].[F:1][c:2]1[cH:3][cH:4][cH:5][c:6]([N+:8](=[O:9])[O-:10])[cH:7]1.[OH2:19]>>[c:2]1([N:16]2[CH2:15][CH2:14][N:13]([CH2:11][CH3:12])[CH2:18][CH2:17]2)[cH:3][cH:4][cH:5][c:6]([N+:8](=[O:9])[O-:10])[cH:7]1. Starting materials: CNCc1noc(C(CCCC2CCCCC2)CC(=O)OC(C)(C)C)n1, CS(=O)(=O)Cl, c1ccncc1. Product: CN(Cc1noc(C(CCCC2CCCCC2)CC(=O)OC(C)(C)C)n1)S(C)(=O)=O. Reaction SMILES: [C:1]([CH3:2])([CH3:3])([CH3:4])[O:5][C:6]([CH2:7][CH:8]([CH2:9][CH2:10][CH2:11][CH:12]1[CH2:13][CH2:14][CH2:15][CH2:16][CH2:17]1)[c:18]1[n:19][c:20]([CH2:23][NH:24][CH3:25])[n:21][o:22]1)=[O:26].[CH3:27][S:28](=[O:29])(=[O:30])[Cl:31].[cH:32]1[cH:33][cH:34][n:35][cH:36][cH:37]1>>[C:1]([CH3:2])([CH3:3])([CH3:4])[O:5][C:6]([CH2:7][CH:8]([CH2:9][CH2:10][CH2:11][CH:12]1[CH2:13][CH2:14][CH2:15][CH2:16][CH2:17]1)[c:18]1[n:19][c:20]([CH2:23][N:24]([CH3:25])[S:28]([CH3:27])(=[O:29])=[O:30])[n:21][o:22]1)=[O:26]. The reactants are ClC1=C(C(=C(C(=N1)C(=O)O)Cl)Cl)Cl (tetrachloropicolinic acid), NN (hydrazine), C([O-])([O-])=O.[Na+].[Na+] (sodium carbonate), 5, Cl (hydrochloric acid). The solvent is O (water). Run at temperature 25 celsius. Yields the product ClC=1C(=NC(=C(C1NN)Cl)Cl)C(=O)O (3,5,6-Trichloro-4-Hydrazinopicolinic Acid). Reaction SMILES: [Cl:1][C:2]1[N:7]=[C:6]([C:8]([OH:10])=[O:9])[C:5]([Cl:11])=[C:4](Cl)[C:3]=1[Cl:13].[NH2:14][NH2:15].C(=O)([O-])[O-].[Na+].[Na+].Cl>O>[Cl:11][C:5]1[C:6]([C:8]([OH:10])=[O:9])=[N:7][C:2]([Cl:1])=[C:3]([Cl:13])[C:4]=1[NH:14][NH2:15] |f:2.3.4|. Procedure details: To a reaction flask was added 26.1 grams (0.1 mole) of tetrachloropicolinic acid, 200 milliliters of water, 3.6 grams of 95 percent hydrazine (0.11 mole) and 10.6 grams (0.1 mole) of sodium carbonate. The mixture was heated with stirring and maintained under reflux conditions for about 1 hour. The reaction mixture was cooled to 25° C and 25 milliliters of 5 normal hydrochloric acid was added. The solid which precipitated was recovered by filtration, and washed successively with water, ethanol, b...